From a dataset of the Open Reaction Database (ORD), a public repository of structured organic reaction records. describe an organic reaction: reactants, conditions, products, and yield Yield: 100.0%. Product: O1C=CC2=C1C=CC(=C2)C=2OC(=NN2)SCC2=CC(=C(C=C2)OC)C(F)(F)F (2-(1-benzofuran-5-yl)-5-[[4-methoxy-3-(trifluoromethyl)benzyl]thio]-1,3,4-oxadiazole). RXN SMILES: [O:1]1[C:5]2[CH:6]=[CH:7][C:8]([C:10]3[O:14][C:13]([SH:15])=[N:12][N:11]=3)=[CH:9][C:4]=2[CH:3]=[CH:2]1.[CH3:16][O:17][C:18]1[CH:25]=[CH:24][C:21]([CH2:22]Cl)=[CH:20][C:19]=1[C:26]([F:29])([F:28])[F:27]>>[O:1]1[C:5]2[CH:6]=[CH:7][C:8]([C:10]3[O:14][C:13]([S:15][CH2:22][C:21]4[CH:24]=[CH:25][C:18]([O:17][CH3:16])=[C:19]([C:26]([F:27])([F:28])[F:29])[CH:20]=4)=[N:12][N:11]=3)=[CH:9][C:4]=2[CH:3]=[CH:2]1. Reported procedure: In the same manner as in Example 1 and using 5-(1-benzofuran-5-yl)-1,3,4-oxadiazole-2-thiol instead of 5-(benzothiazol-6-yl)-1,3,4-oxadiazole-2-thiol and 4-methoxy-3-(trifluoromethyl)benzyl chloride instead of 3-(trifluoromethyl)benzyl chloride, the title compound (yield 100%) was obtained as colorless crystals. Starting materials: O1C=CC2=C1C=CC(=C2)C2=NN=C(O2)S (5-(1-benzofuran-5-yl)-1,3,4-oxadiazole-2-thiol), COC1=C(C=C(CCl)C=C1)C(F)(F)F (4-methoxy-3-(trifluoromethyl)benzyl chloride). Starting materials: CCOC(=O)CC(C)=O, CC(C)=CCCC(C)CCO, C#CC(C)(O)CCCC(C)CCC=C(C)C, ClP(Cl)Cl, BrP(Br)Br. The product is CC(=O)CCCC(C)CCC=C(C)C. Reaction SMILES: [C:36]([O:37][CH2:38][CH3:39])(=[O:40])[CH2:41][C:42]([CH3:43])=[O:44].[CH3:17][CH:18]([CH2:19][CH2:20][CH:21]=[C:22]([CH3:23])[CH3:24])[CH2:25][CH2:26][OH:27].[CH3:1][C:2]([C:3]#[CH:4])([CH2:5][CH2:6][CH2:7][CH:8]([CH2:9][CH2:10][CH:11]=[C:12]([CH3:13])[CH3:14])[CH3:15])[OH:16].[Cl:28][P:29]([Cl:30])[Cl:31].[P:32]([Br:33])([Br:34])[Br:35]>>[CH3:1][C:2]([CH2:5][CH2:6][CH2:7][CH:8]([CH2:9][CH2:10][CH:11]=[C:12]([CH3:13])[CH3:14])[CH3:15])=[O:16]. Reactants: C(C)(C)(C)OC(NCC1=C(C=C(C(=C1)I)N)OC)=O ((4-amino-5-iodo-2-methoxy-benzyl)-carbamic acid tert-butyl ester), C(CCC)C(=C(CCCC)CCCC)[Sn] (tributylvinyltin). Reagents/catalysts: C=1C=CC(=CC1)[P](C=2C=CC=CC2)(C=3C=CC=CC3)[Pd]([P](C=4C=CC=CC4)(C=5C=CC=CC5)C=6C=CC=CC6)([P](C=7C=CC=CC7)(C=8C=CC=CC8)C=9C=CC=CC9)[P](C=1C=CC=CC1)(C=1C=CC=CC1)C=1C=CC=CC1 (Pd(PPh3)4). The solvent is C1(=CC=CC=C1)C (toluene). Yields the product C(C)(C)(C)OC(NCC1=C(C=C(C(=C1)C=C)N)OC)=O ((4-amino-2-methoxy-5-vinyl-benzyl)-carbamic acid tert-butyl ester). The yield is 42.7%. As a reaction SMILES: [C:1]([O:5][C:6](=[O:19])[NH:7][CH2:8][C:9]1[CH:14]=[C:13](I)[C:12]([NH2:16])=[CH:11][C:10]=1[O:17][CH3:18])([CH3:4])([CH3:3])[CH3:2].[CH2:20](C([Sn])=C(CCCC)CCCC)[CH2:21]CC>C1(C)C=CC=CC=1.C1C=CC([P]([Pd]([P](C2C=CC=CC=2)(C2C=CC=CC=2)C2C=CC=CC=2)([P](C2C=CC=CC=2)(C2C=CC=CC=2)C2C=CC=CC=2)[P](C2C=CC=CC=2)(C2C=CC=CC=2)C2C=CC=CC=2)(C2C=CC=CC=2)C2C=CC=CC=2)=CC=1>[C:1]([O:5][C:6](=[O:19])[NH:7][CH2:8][C:9]1[CH:14]=[C:13]([CH:20]=[CH2:21])[C:12]([NH2:16])=[CH:11][C:10]=1[O:17][CH3:18])([CH3:4])([CH3:3])[CH3:2] |^1:21,45,47,66,85|. Reported procedure: To a solution of (4-amino-5-iodo-2-methoxy-benzyl)-carbamic acid tert-butyl ester (700 mg, 1.85 mmol) and tributylvinyltin (783 mg, 2.68 mmol) in toluene was added Pd(PPh3)4 (214 mg, 0.19 mmol) under argon. The resulting mixture was heated with reflux for 8 hrs, filtered through celite, and then concentrated under reduced pressure. The crude residue was column-chromatographed (hexane/ethylacetate=2/1 to 1/1) to yield (4-amino-2-methoxy-5-vinyl-benzyl)-carbamic acid tert-butyl ester (220 mg, 43%)... Product: O([Si](C)(C)C(C)(C)C)[C@@H](CC(O)C=1C(=NC=C(C1)Cl)Cl)C (3-[3(R)-t-butyldimethylsiloxy-1-hydroxybutyl]-2,5-dichloropyridine). The yield is 71.8%. Run in C(C)(C)OC(C)C (isopropyl ether), C(C)(C)OC(C)C (isopropyl ether), hexanes, C(C)(C)OC(C)C (isopropyl ether). Reported procedure: To a cooled (-70° C.) solution of n-butylithium (129.3 mL of 1.18 M hexanes solution, 0.153 mol) in isopropyl ether was added a solution of 3-bromo-2,5-dichloropyridine (36.45 g, 0.161 mol) in isopropyl ether (225 mL) over a period of 30 minutes. The resulting white suspension was then treated with a solution of 3(R)-t-butyldimethylsiloxybutyraldehyde (34.14 g, 0.169 mol) in isopropyl ether (106 mL) and allowed to stir for an additional 30 minutes at -70° C. followed by warming to room temperatu... RXN SMILES: Br[C:2]1[C:3]([Cl:9])=[N:4][CH:5]=[C:6]([Cl:8])[CH:7]=1.[O:10]([C@H:18]([CH3:22])[CH2:19][CH:20]=[O:21])[Si:11]([C:14]([CH3:17])([CH3:16])[CH3:15])([CH3:13])[CH3:12].O>C(OC(C)C)(C)C>[O:10]([C@H:18]([CH3:22])[CH2:19][CH:20]([C:2]1[C:3]([Cl:9])=[N:4][CH:5]=[C:6]([Cl:8])[CH:7]=1)[OH:21])[Si:11]([C:14]([CH3:15])([CH3:16])[CH3:17])([CH3:13])[CH3:12]. Starting materials: O([Si](C)(C)C(C)(C)C)[C@@H](CC=O)C (3(R)-t-butyldimethylsiloxybutyraldehyde), BrC=1C(=NC=C(C1)Cl)Cl (3-bromo-2,5-dichloropyridine), O (water). Reaction conditions: temperature -70 celsius, time 30 minute. Reactants: C([O-])([O-])=O.[K+].[K+] (potassium carbonate), IC(C)C (2-iodopropane), FC=1C=CC(=C(OCCN2C(C3=CC=CC=C3C2=O)=O)C1)O (2-[2-(5-Fluoro-2-hydroxyphenoxy)ethyl]isoindole-1,3-dione). The solvent is C(C)#N (acetonitrile). Conditions: temperature 80 celsius, time 16 hour. Yields the product FC=1C=CC(=C(OCCN2C(C3=CC=CC=C3C2=O)=O)C1)OC(C)C (2-[2-(5-Fluoro-2-isopropoxyphenoxy)ethyl]isoindole-1,3-dione). RXN SMILES: C(=O)([O-])[O-].[K+].[K+].I[CH:8]([CH3:10])[CH3:9].[F:11][C:12]1[CH:13]=[CH:14][C:15]([OH:32])=[C:16]([CH:31]=1)[O:17][CH2:18][CH2:19][N:20]1[C:28](=[O:29])[C:27]2[C:22](=[CH:23][CH:24]=[CH:25][CH:26]=2)[C:21]1=[O:30]>C(#N)C>[F:11][C:12]1[CH:13]=[CH:14][C:15]([O:32][CH:8]([CH3:10])[CH3:9])=[C:16]([CH:31]=1)[O:17][CH2:18][CH2:19][N:20]1[C:21](=[O:30])[C:22]2[C:27](=[CH:26][CH:25]=[CH:24][CH:23]=2)[C:28]1=[O:29] |f:0.1.2|. Reported procedure: 7.71 g of potassium carbonate (56 mmol) and 7 ml of 2-iodopropane (70 mmol) are added to a solution of 14 g of 2-[2-(5-fluoro-2-hydroxyphenoxy)ethyl]isoindole-1,3-dione (6) (47 mmol) in 250 ml of acetonitrile. The mixture is stirred for 16 hours at 80° C. and the solvent is then evaporated off under reduced pressure and the residue is taken up in diethyl ether. The organic phase is washed with normal aqueous sodium hydroxide solution and then with saturated aqueous sodium chloride solution. It i... The reactants are CCOC(=O)CCc1c(C)[nH]c(C(=O)OCC)c1C, CO, [K+], [OH-], O. The product is CCOC(=O)c1[nH]c(C)c(CCC(=O)O)c1C. As a reaction SMILES: [CH3:1][c:2]1[nH:3][c:4]([C:15](=[O:16])[O:17][CH2:18][CH3:19])[c:5]([CH3:14])[c:6]1[CH2:7][CH2:8][C:9](=[O:10])[O:11][CH2:12][CH3:13].[CH3:23][OH:24].[K+:21].[OH-:20].[OH2:22]>>[CH3:1][c:2]1[nH:3][c:4]([C:15](=[O:16])[O:17][CH2:18][CH3:19])[c:5]([CH3:14])[c:6]1[CH2:7][CH2:8][C:9](=[O:10])[OH:11]. Starting materials: COC=1C=C(C=C(C1OC)OC)C=C1C(OC(OC1=O)(C)C)=O (5-(3,4,5-trimethoxyphenylmethylene)-2,2-dimethyl-1,3-dioxane-4,6-dione), mixture, C(=O)O (formic acid). The solvent is C(C)N(CC)CC (triethylamine). The product is COC=1C=C(C=C(C1OC)OC)CCC(=O)O (3-(3,4,5-trimethoxyphenyl)propionic acid). RXN SMILES: [CH3:1][O:2][C:3]1[CH:4]=[C:5]([CH:13]=[C:14]2C(=O)OC(C)(C)[O:16][C:15]2=[O:23])[CH:6]=[C:7]([O:11][CH3:12])[C:8]=1[O:9][CH3:10].C(O)=O>C(N(CC)CC)C>[CH3:12][O:11][C:7]1[CH:6]=[C:5]([CH2:13][CH2:14][C:15]([OH:23])=[O:16])[CH:4]=[C:3]([O:2][CH3:1])[C:8]=1[O:9][CH3:10]. Reported procedure: 16.1 g (0.05 mol) of 5-(3,4,5-trimethoxyphenylmethylene)-2,2-dimethyl-1,3-dioxane-4,6-dione (m.p.: 159°-160° C.) were added to 50 ml of the mixture of formic acid and triethylamine prepared as described in Example 1, then the procedure described in Example 2 was followed. Starting materials: FC1=C(C=CC=C1)O (2-Fluorophenol), C(=O)([O-])[O-].[Cs+].[Cs+] (Cs2CO3), BrC(C(=O)OCC)C (ethyl 2-bromopropionate). Run in CN(C)C=O (DMF). Reaction conditions: temperature 90 celsius, time 16 hour. Yields the product C(C)OC(C(C)OC1=C(C=CC=C1)F)=O (2-(2-Fluorophenoxy)propionic acid ethyl ester). As a reaction SMILES: [F:1][C:2]1[CH:7]=[CH:6][CH:5]=[CH:4][C:3]=1[OH:8].C([O-])([O-])=O.[Cs+].[Cs+].Br[CH:16]([CH3:22])[C:17]([O:19][CH2:20][CH3:21])=[O:18]>CN(C=O)C>[CH2:20]([O:19][C:17](=[O:18])[CH:16]([O:8][C:3]1[CH:4]=[CH:5][CH:6]=[CH:7][C:2]=1[F:1])[CH3:22])[CH3:21] |f:1.2.3|. Procedure details: 2-Fluorophenol (0.30 mol), Cs2CO3 (197.0 g, 0.61 mol), and ethyl 2-bromopropionate (54.3 g, 0.30 mol) were combined in anhydrous DMF (1000 mL) and stirred at 90° C. under an atmosphere of nitrogen. After 16 h, the DMF was removed in vacuo. The residue was dissolved in ethyl acetate (300 mL) and washed twice with water and once with brine. The organic layer was dried over Na2SO4 and concentrated in vacuo to produce an oil.